From a dataset of the Open Reaction Database (ORD), a public repository of structured organic reaction records. describe an organic reaction: reactants, conditions, products, and yield Starting materials: COC(Cl)Cl, [Cl-], [Cl-], [Cl-], [Cl-], ClCCl, Cl, NC(=O)Nc1[nH]c(-c2cccc(Cl)c2)cc1C(N)=O, O, [Ti+4]. Product: NC(=O)Nc1[nH]c(-c2cccc(Cl)c2)c(C=O)c1C(N)=O. As a reaction SMILES: [CH3:20][O:21][CH:22]([Cl:23])[Cl:24].[Cl-:30].[Cl-:31].[Cl-:32].[Cl-:33].[Cl:27][CH2:28][Cl:29].[ClH:25].[NH2:1][C:2](=[O:3])[NH:4][c:5]1[nH:6][c:7](-[c:13]2[cH:14][c:15]([Cl:19])[cH:16][cH:17][cH:18]2)[cH:8][c:9]1[C:10](=[O:11])[NH2:12].[OH2:26].[Ti+4:34]>>[NH2:1][C:2](=[O:3])[NH:4][c:5]1[nH:6][c:7](-[c:13]2[cH:14][c:15]([Cl:19])[cH:16][cH:17][cH:18]2)[c:8]([CH:20]=[O:21])[c:9]1[C:10](=[O:11])[NH2:12]. The reactants are ON1N=NC2=C1C=CC=C2 (1-Hydroxybenzotriazole), Cl.CN(CCCN=C=NCC)C (1-(3-dimethylaminopropyl)-3-ethylcarbodiimide hydrochloride), ClC1=C(CN2C(=C(C3=CC=C(C=C23)C(=O)O)C(C(C)C)=O)CCC)C=CC=C1 (1-(2-chlorobenzyl)-3-isobutyryl-2-propylindole-6-carboxylic acid), Cl.NO (hydroxylamine hydrochloride), C(C)(C)N(CC)C(C)C (diisopropylethylamine). Run in CN(C=O)C (dimethylformamide). Reaction conditions: temperature 20 celsius, time 8 hour. The product is ClC1=C(CN2C(=C(C3=CC=C(C=C23)C(=O)NO)C(C(C)C)=O)CCC)C=CC=C1 (1-(2-chlorobenzyl)-3-isobutyryl-2-propylindole-6-carbohydroxamic acid). Yield: 64.6%. As a reaction SMILES: [OH:1][N:2]1C2C=CC=CC=2N=N1.Cl.CN(C)CCCN=C=NCC.[Cl:23][C:24]1[CH:50]=[CH:49][CH:48]=[CH:47][C:25]=1[CH2:26][N:27]1[C:35]2[C:30](=[CH:31][CH:32]=[C:33]([C:36](O)=[O:37])[CH:34]=2)[C:29]([C:39](=[O:43])[CH:40]([CH3:42])[CH3:41])=[C:28]1[CH2:44][CH2:45][CH3:46].Cl.NO.C(N(C(C)C)CC)(C)C>CN(C)C=O>[Cl:23][C:24]1[CH:50]=[CH:49][CH:48]=[CH:47][C:25]=1[CH2:26][N:27]1[C:35]2[C:30](=[CH:31][CH:32]=[C:33]([C:36]([NH:2][OH:1])=[O:37])[CH:34]=2)[C:29]([C:39](=[O:43])[CH:40]([CH3:42])[CH3:41])=[C:28]1[CH2:44][CH2:45][CH3:46] |f:1.2,4.5|. Procedure details: 1-Hydroxybenzotriazole (68 mg) and 1-(3-dimethylaminopropyl)-3-ethylcarbodiimide hydrochloride (72 mg) were added to a solution of 1-(2-chlorobenzyl)-3-isobutyryl-2-propylindole-6-carboxylic acid (100 mg) in dimethylformamide (3 ml), and the mixture was stirred at 20° C. overnight, then hydroxylamine hydrochloride (35 mg) and diisopropylethylamine (0.088 ml) were added. After stirred at 20° C. for 2 hours, the reaction mixture was partitioned between ethyl acetate and water. The organic phase wa...